From a dataset of the Open Reaction Database (ORD), a public repository of structured organic reaction records. describe an organic reaction: reactants, conditions, products, and yield Starting materials: BrC=1C=C(C=CC1OC)C1=C(C=C(N1)C(=O)OC)C (methyl 5-(3-bromo-4-methoxyphenyl)-4-methyl-1H-pyrrole-2-carboxylate), [H-].[Na+] (sodium hydride), CI (Methyl iodide). Run in CN(C)C=O (DMF), CN(C)C=O (DMF). Product: BrC=1C=C(C=CC1OC)C1=C(C=C(N1C)C(=O)OC)C (Methyl 5-(3-bromo-4-methoxyphenyl)-1,4-dimethyl-1H-pyrrole-2-carboxylate). Isolated yield 85.0%. As a reaction SMILES: [Br:1][C:2]1[CH:3]=[C:4]([C:10]2[NH:14][C:13]([C:15]([O:17][CH3:18])=[O:16])=[CH:12][C:11]=2[CH3:19])[CH:5]=[CH:6][C:7]=1[O:8][CH3:9].[H-].[Na+].[CH3:22]I>CN(C=O)C>[Br:1][C:2]1[CH:3]=[C:4]([C:10]2[N:14]([CH3:22])[C:13]([C:15]([O:17][CH3:18])=[O:16])=[CH:12][C:11]=2[CH3:19])[CH:5]=[CH:6][C:7]=1[O:8][CH3:9] |f:1.2|. Procedure: A solution of methyl 5-(3-bromo-4-methoxyphenyl)-4-methyl-1H-pyrrole-2-carboxylate (prepared according to the procedure reported in J. Org. Chem., 2009, 74(2), 903-905, Org. Lett., 2007, Vol. 9, 25, 5191-5194, 1.40 g, 4.32 mmol) in DMF (3 ml) was added to a solution of sodium hydride (0.21 g 60% in paraffin oil, 4.75 mmol) in DMF (2 ml) at 0° C. under stirring. Methyl iodide (0.67 g, 0.29 ml, 4.75 mmol) was then added to the reaction mixture. The reaction mixture was stirred at room temperature ... Starting materials: BrC1=C(C=C(C=C1)C(F)(F)F)F (1-bromo-2-fluoro-4-(trifluoromethyl)benzene), OC1CNCC1 (3-hydroxypyrrolidine), C1(=CC=CC=C1)P(C1=C(C2=CC=CC=C2C=C1)C1=C(C=CC2=CC=CC=C12)P(C1=CC=CC=C1)C1=CC=CC=C1)C1=CC=CC=C1 ((±)-2,2′-bis(diphenylphosphino)-1,1′-binaphthyl), C([O-])([O-])=O.[Cs+].[Cs+] (cesium carbonate). The reagents and catalysts are C(C)(=O)[O-].[Pd+2].C(C)(=O)[O-] (palladium(II) acetate). Solvent: C1(=CC=CC=C1)C (toluene), O (water). The product is FC1=C(C=CC(=C1)C(F)(F)F)N1CC(CC1)O (1-[2-fluoro-4-(trifluoromethyl)phenyl]pyrrolidin-3-ol). The yield is 65.7%. RXN SMILES: Br[C:2]1[CH:7]=[CH:6][C:5]([C:8]([F:11])([F:10])[F:9])=[CH:4][C:3]=1[F:12].[OH:13][CH:14]1[CH2:18][CH2:17][NH:16][CH2:15]1.C1(P(C2C=CC=CC=2)C2C=CC3C(=CC=CC=3)C=2C2C3C(=CC=CC=3)C=CC=2P(C2C=CC=CC=2)C2C=CC=CC=2)C=CC=CC=1.C(=O)([O-])[O-].[Cs+].[Cs+]>C1(C)C=CC=CC=1.C([O-])(=O)C.[Pd+2].C([O-])(=O)C.O>[F:12][C:3]1[CH:4]=[C:5]([C:8]([F:11])([F:10])[F:9])[CH:6]=[CH:7][C:2]=1[N:16]1[CH2:17][CH2:18][CH:14]([OH:13])[CH2:15]1 |f:3.4.5,7.8.9|. Procedure: A solution of 1-bromo-2-fluoro-4-(trifluoromethyl)benzene (4.6 g), 3-hydroxypyrrolidine (1.5 g), palladium(II) acetate (137 mg), (±)-2,2′-bis(diphenylphosphino)-1,1′-binaphthyl (1.07 g) and cesium carbonate (16.8 g) in toluene (90 ml) was stirred under an argon gas atmosphere at 85° C. for 16 hr. After cooling to room temperature, water was added to the reaction mixture, and the mixture was extracted with ethyl acetate. The organic layer was washed with saturated brine, dried over anhydrous magn... Starting materials: COc1cc(Br)c2c(c1)CCN2, CCC(C)n1cc(Cl)nc(Cl)c1=O, Cl. Product: CCC(C)n1cc(Cl)nc(N2CCc3cc(OC)cc(Br)c32)c1=O. Reaction SMILES: [Br:15][c:16]1[cH:17][c:18]([O:25][CH3:26])[cH:19][c:20]2[c:24]1[NH:23][CH2:22][CH2:21]2.[CH:1]([CH3:2])([CH2:3][CH3:4])[n:5]1[c:6](=[O:13])[c:7]([Cl:12])[n:8][c:9]([Cl:11])[cH:10]1.[ClH:14]>>[CH:1]([CH3:2])([CH2:3][CH3:4])[n:5]1[c:6](=[O:13])[c:7]([N:23]2[CH2:22][CH2:21][c:20]3[cH:19][c:18]([O:25][CH3:26])[cH:17][c:16]([Br:15])[c:24]32)[n:8][c:9]([Cl:11])[cH:10]1. The reactants are C1(=CC=C(C=C1)S(=O)(=O)CCCCC=C)C (5-hexenyl p-tolyl sulfone), C[SnH](C)C (trimethyltin hydride), C[SnH](C)C (trimethyltin hydride). Run in C1(=CC=CC=C1)C (toluene), CC(=O)C (acetone), C1(=CC=CC=C1)C (toluene). Yields the product C1(=CC=C(C=C1)S(=O)(=O)CCCCCC[Sn](C)(C)C)C (6-(p-tolylsulfonyl)hexyltrimethylstannane). RXN SMILES: [C:1]1([CH3:16])[CH:6]=[CH:5][C:4]([S:7]([CH2:10][CH2:11][CH2:12][CH2:13][CH:14]=[CH2:15])(=[O:9])=[O:8])=[CH:3][CH:2]=1.[CH3:17][SnH:18]([CH3:20])[CH3:19]>C1(C)C=CC=CC=1.CC(C)=O>[C:1]1([CH3:16])[CH:6]=[CH:5][C:4]([S:7]([CH2:10][CH2:11][CH2:12][CH2:13][CH2:14][CH2:15][Sn:18]([CH3:20])([CH3:19])[CH3:17])(=[O:9])=[O:8])=[CH:3][CH:2]=1. Procedure details: The procedure described in Example 5 was employed except that 10.1 g (42.5 mmoles) of 5-hexenyl p-tolyl sulfone and 14.0 g (85 mmoles) of trimethyltin hydride were the reactants. The reaction mixture was irradiated for 232 hours. The excess trimethyltin hydride was allowed to evaporate from the reaction mixture under a flow of nitrogen. The unreacted 5-hexenyl p-tolyl sulfone was removed from the reaction mixture by distillation at 1×10-3 mm Hg leaving 3.25 g of crude product. Column chromatogra... The reactants are Br, Cl, ClC(Cl)(Cl)Cl, Cc1ccc(SC(F)(F)F)cc1. Yields the product FC(F)(F)Sc1ccc(CCl)cc1. Reaction SMILES: [Br:13].[Cl:14].[Cl:15][C:16]([Cl:17])([Cl:18])[Cl:19].[F:1][C:2]([F:3])([F:4])[S:5][c:6]1[cH:7][cH:8][c:9]([CH3:12])[cH:10][cH:11]1>>[F:1][C:2]([F:3])([F:4])[S:5][c:6]1[cH:7][cH:8][c:9]([CH2:12][Cl:15])[cH:10][cH:11]1. The reactants are C1(=CC=C(C=C1)OC(C(=O)OCC)(C)C)C (ethyl 2-(p-tolyloxy)-2-methylpropionate), BrN1C(CCC1=O)=O (N-bromosuccinimide). The reagents and catalysts are C(C1=CC=CC=C1)(=O)OOC(C1=CC=CC=C1)=O (benzoyl peroxide). The yield is 67.5%. Solvent: C(Cl)(Cl)(Cl)Cl (carbon tetrachloride). Procedure: (a) A mixture of 20 g of ethyl 2-(p-tolyloxy)-2-methylpropionate, 17.7 g of N-bromosuccinimide, 0.2 g of benzoyl peroxide and 140 ml of anhydrous carbon tetrachloride is refluxed under heating for 4 hours. After the reaction, the reaction mixture is left to stand for cooling and washed with water. The carbon tetrachloride layer is dried and then concentrated. The resulting oily product (28 g) is distilled under reduced pressure to give 18.3 g of ethyl 2-(4-bromomethylphenoxy)-2-methylpropionate,... RXN SMILES: [C:1]1([CH3:16])[CH:6]=[CH:5][C:4]([O:7][C:8]([CH3:15])([CH3:14])[C:9]([O:11][CH2:12][CH3:13])=[O:10])=[CH:3][CH:2]=1.[Br:17]N1C(=O)CCC1=O>C(OOC(=O)C1C=CC=CC=1)(=O)C1C=CC=CC=1.C(Cl)(Cl)(Cl)Cl>[Br:17][CH2:16][C:1]1[CH:6]=[CH:5][C:4]([O:7][C:8]([CH3:15])([CH3:14])[C:9]([O:11][CH2:12][CH3:13])=[O:10])=[CH:3][CH:2]=1. Yields the product BrCC1=CC=C(OC(C(=O)OCC)(C)C)C=C1 (ethyl 2-(4-bromomethylphenoxy)-2-methylpropionate). The reactants are ClC=1C=C(C=CC1OCC1=NC=CC=C1)NC1=C2C(=NC=C1C#N)SC=1CNCCC12 (4-{[3-Chloro-4-(pyridin-2-ylmethoxy)phenyl]amino}-5,6,7,8-tetrahydrothieno[2,3-b:5,4-c′]dipyridine-3-carbonitrile), Cl.CN(C/C=C/C(=O)O)C ((2E)-4-(Dimethylamino)but-2-enoic acid hydrochloride). The product is ClC=1C=C(C=CC1OCC1=NC=CC=C1)NC1=C2C(=NC=C1C#N)SC=1CN(CCC12)C(\C=C\CN(C)C)=O (4-{[3-Chloro-4-(pyridin-2-ylmethoxy)phenyl]amino}-7-[(2E)-4-(dimethylamino)but-2-enoyl]-5,6,7,8-tetrahydrothieno[2,3-b:5,4-c′]dipyridine-3-carbonitrile). As a reaction SMILES: [Cl:1][C:2]1[CH:3]=[C:4]([NH:16][C:17]2[C:22]([C:23]#[N:24])=[CH:21][N:20]=[C:19]3[S:25][C:26]4[CH2:27][NH:28][CH2:29][CH2:30][C:31]=4[C:18]=23)[CH:5]=[CH:6][C:7]=1[O:8][CH2:9][C:10]1[CH:15]=[CH:14][CH:13]=[CH:12][N:11]=1.Cl.[CH3:33][N:34]([CH3:41])[CH2:35]/[CH:36]=[CH:37]/[C:38](O)=[O:39]>>[Cl:1][C:2]1[CH:3]=[C:4]([NH:16][C:17]2[C:22]([C:23]#[N:24])=[CH:21][N:20]=[C:19]3[S:25][C:26]4[CH2:27][N:28]([C:38](=[O:39])/[CH:37]=[CH:36]/[CH2:35][N:34]([CH3:41])[CH3:33])[CH2:29][CH2:30][C:31]=4[C:18]=23)[CH:5]=[CH:6][C:7]=1[O:8][CH2:9][C:10]1[CH:15]=[CH:14][CH:13]=[CH:12][N:11]=1 |f:1.2|. Reported procedure: In analogy to Example 89, the title compound was prepared from 4-{[3-chloro-4-(pyridin-2-ylmethoxy)phenyl]amino}-5,6,7,8-tetrahydrothieno[2,3-b:5,4-c′]dipyridine-3-carbonitrile from Example 57A (100 mg, 0.22 mmol) and (2E)-4-(dimethylamino)but-2-enoic acid hydrochloride from Example 1A (52 mg, 0.31 mmol) to yield 71 mg (53%). The reactants are C(\C=C\C(=O)O)(=O)O (fumaric acid), Cl.NC1=C(C=C(C=C1)SC)C1=CC=CC=C1 (2-amino-5-methylthiobiphenyl hydrochloride), CN(C#N)C (N,N-dimethylcyanamide). Solvent: CO (methanol), CO (methanol), C1=C(C=CC=C1O)C (m-cresol). Yields the product C(\C=C\C(=O)O)(=O)O.CN(C(=N)NC1=C(C=C(C=C1)SC)C1=CC=CC=C1)C.CN(C(=N)NC1=C(C=C(C=C1)SC)C1=CC=CC=C1)C (N,N-dimethyl-N'-(5-methylthio-2-biphenylyl)guanidine hemifumarate). As a reaction SMILES: Cl.[NH2:2][C:3]1[CH:8]=[CH:7][C:6]([S:9][CH3:10])=[CH:5][C:4]=1[C:11]1[CH:16]=[CH:15][CH:14]=[CH:13][CH:12]=1.[CH3:17][N:18]([CH3:21])[C:19]#[N:20].[C:22]([OH:29])(=[O:28])/[CH:23]=[CH:24]/[C:25]([OH:27])=[O:26]>C1C(O)=CC=CC=1C.CO>[C:22]([OH:29])(=[O:28])/[CH:23]=[CH:24]/[C:25]([OH:27])=[O:26].[CH3:17][N:18]([CH3:21])[C:19]([NH:2][C:3]1[CH:8]=[CH:7][C:6]([S:9][CH3:10])=[CH:5][C:4]=1[C:11]1[CH:12]=[CH:13][CH:14]=[CH:15][CH:16]=1)=[NH:20].[CH3:17][N:18]([CH3:21])[C:19]([NH:2][C:3]1[CH:8]=[CH:7][C:6]([S:9][CH3:10])=[CH:5][C:4]=1[C:11]1[CH:12]=[CH:13][CH:14]=[CH:15][CH:16]=1)=[NH:20] |f:0.1,6.7.8|. Reported procedure: Reaction of 2-amino-5-methylthiobiphenyl hydrochloride (1.6 g) with N,N-dimethylcyanamide (0.83 g) in m-cresol (1 ml) at 80° C. for 6 hours yielded a colourless solid which was dissolved in methanol (50 ml) and treated with a solution of fumaric acid (0.61 g) in methanol (50 ml) to give N,N-dimethyl-N'-(5-methylthio-2-biphenylyl)guanidine hemifumarate as a colourless solid (m.p. 207° C.).